This data is from the Open Reaction Database (ORD), a public repository of structured organic reaction records. The task is: describe an organic reaction: reactants, conditions, products, and yield The reactants are [BH4-], CCOC(=O)CN1C(=O)C(NC(=O)OC(C)(C)C)CC(=O)c2ccccc21, CCO, [Na+]. Product: CCOC(=O)CN1C(=O)C(NC(=O)OC(C)(C)C)CC(O)c2ccccc21. RXN SMILES: [BH4-:28].[C:1]([CH3:2])([CH3:3])([CH3:4])[O:5][C:6](=[O:7])[NH:8][CH:9]1[C:10](=[O:27])[N:11]([CH2:21][C:22](=[O:23])[O:24][CH2:25][CH3:26])[c:12]2[c:13]([cH:17][cH:18][cH:19][cH:20]2)[C:14](=[O:16])[CH2:15]1.[CH3:30][CH2:31][OH:32].[Na+:29]>>[C:1]([CH3:2])([CH3:3])([CH3:4])[O:5][C:6](=[O:7])[NH:8][CH:9]1[C:10](=[O:27])[N:11]([CH2:21][C:22](=[O:23])[O:24][CH2:25][CH3:26])[c:12]2[c:13]([cH:17][cH:18][cH:19][cH:20]2)[CH:14]([OH:16])[CH2:15]1. Reactants: CCOC(=O)n1nc(NC(=O)c2ccc(CCl)cc2)c2cc(C(=O)OC(C)(C)C)sc21, Cl, C1COCCO1. The product is CCOC(=O)n1nc(NC(=O)c2ccc(CCl)cc2)c2cc(C(=O)O)sc21. Reaction SMILES: [Cl:1][CH2:2][c:3]1[cH:4][cH:5][c:6]([C:7](=[O:8])[NH:9][c:10]2[c:11]3[c:12]([n:13]([C:15](=[O:16])[O:17][CH2:18][CH3:19])[n:14]2)[s:20][c:21]([C:23](=[O:24])[O:25][C:26]([CH3:27])([CH3:28])[CH3:29])[cH:22]3)[cH:30][cH:31]1.[ClH:32].[O:33]1[CH2:34][CH2:35][O:36][CH2:37][CH2:38]1>>[Cl:1][CH2:2][c:3]1[cH:4][cH:5][c:6]([C:7](=[O:8])[NH:9][c:10]2[c:11]3[c:12]([n:13]([C:15](=[O:16])[O:17][CH2:18][CH3:19])[n:14]2)[s:20][c:21]([C:23](=[O:24])[OH:25])[cH:22]3)[cH:30][cH:31]1. Reactants: Cl.N1(CCCC1)CCCOC1=CC=C(C=C1)N1CCNCC1 (1-[4-(3-Pyrrolidin-1-yl-propoxy)-phenyl]-piperazine hydrochloride), C(C1=CC=CC=C1)=O (benzaldehyde), C(C)(=O)O (acetic acid), C(C)(=O)O[BH-](OC(C)=O)OC(C)=O.[Na+] (sodium triacetoxyborohydride), ClC(C)Cl (dichloroethane). Conditions: time 14 hour. Product: N.CO.ClCCl (ammonia methanol dichloromethane), C(C1=CC=CC=C1)N1CCN(CC1)C1=CC=C(C=C1)OCCCN1CCCC1 (1-Benzyl-4-[4-(3-pyrrolidin-1-yl-propoxy)-phenyl]-piperazine). Isolated yield 5.0%. As a reaction SMILES: Cl.[N:2]1([CH2:7][CH2:8][CH2:9][O:10][C:11]2[CH:16]=[CH:15][C:14]([N:17]3[CH2:22][CH2:21][NH:20][CH2:19][CH2:18]3)=[CH:13][CH:12]=2)[CH2:6][CH2:5][CH2:4][CH2:3]1.[CH:23](=O)[C:24]1[CH:29]=[CH:28][CH:27]=[CH:26][CH:25]=1.C(O)(=O)C.C(O[BH-](OC(=O)C)OC(=O)C)(=O)C.[Na+].[Cl:49][CH:50]([Cl:52])C>>[NH3:2].[CH3:9][OH:10].[Cl:49][CH2:50][Cl:52].[CH2:23]([N:20]1[CH2:19][CH2:18][N:17]([C:14]2[CH:13]=[CH:12][C:11]([O:10][CH2:9][CH2:8][CH2:7][N:2]3[CH2:6][CH2:5][CH2:4][CH2:3]3)=[CH:16][CH:15]=2)[CH2:22][CH2:21]1)[C:24]1[CH:29]=[CH:28][CH:27]=[CH:26][CH:25]=1 |f:0.1,4.5,7.8.9|. Reported procedure: A solution of the product of Example 23 (148 mg), benzaldehyde (520 mg), and acetic acid (25 mg) in dichloroethane (3 mL) was treated with sodium triacetoxyborohydride (121 mg). After 14 h, the reaction was quenched with saturated aqueous sodium bicarbonate, and the aqueous phase was extracted with dichloromethane (120 mL). The organic phase was dried (magnesium sulfate) and evaporated in vacuo. Silica gel chromatography of the residue (5% 2M ammonia-methanol/dichloromethane) gave the title comp... The reactants are OO (hydrogen peroxide), CC1=CC(=NC(=C1)C)NC(=O)C1=NC=CN=C1 (N-(4,6-DIMETHYL-2-PYRIDYL)-2-PYRAZINECARBOXAMIDE). The solvent is C(C)(=O)O (acetic acid). Conditions: temperature 70 celsius. Yields the product CC1=CC(=NC(=C1)C)[NH+](C(=O)C1=NC=CN=C1)[O-] (N-(4,6-DIMETHYL-2-PYRIDYL)-2-PYRAZINECARBOXAMIDE N-OXIDE). Reaction SMILES: [OH:1]O.[CH3:3][C:4]1[CH:9]=[C:8]([CH3:10])[N:7]=[C:6]([NH:11][C:12]([C:14]2[CH:19]=[N:18][CH:17]=[CH:16][N:15]=2)=[O:13])[CH:5]=1>C(O)(=O)C>[CH3:3][C:4]1[CH:9]=[C:8]([CH3:10])[N:7]=[C:6]([NH+:11]([O-:1])[C:12]([C:14]2[CH:19]=[N:18][CH:17]=[CH:16][N:15]=2)=[O:13])[CH:5]=1. Reported procedure: A solution of 10 ml of glacial acetic acid and 0.7 ml of aqueous hydrogen peroxide solution (35%) are added, with stirring, to 1 g of compound obtained in Example 21. The reaction medium is heated at 70° C. for 7 h and then concentrated under reduced pressure and at low temperature. Solvent: C(C)#N (acetonitrile), C(C)#N (acetonitrile). The product is ClC=1C(=C(C=CC1C#N)C1=NN(C=C1)C[C@@H](C)NC(OC(C)(C)C)=O)C ((R)-tert-Butyl 1-(3-(3-chloro-4-cyano-2-methylphenyl)-1H-pyrazol-1-yl)propan-2-ylcarbamate). Reaction conditions: temperature 0 celsius, time 25 minute. Reported procedure: 2-chloro-3-methyl-4-(1H-pyrazol-3-yl)benzonitrile (0.5 g, 2.297 mmol) was dissolved in dry acetonitrile (5 ml) under nitrogen and cooled to 0° C. Sodium ethoxide (0.313 g, 4.59 mmol) was added and the reaction mixture was stirred for 25 min and allowed to warm up to RT. (R)-2-(tert-butoxycarbonylamino)propyl methanesulfonate (0.582 g, 2.297 mmol) was dissolved in 5 ml of dry acetonitrile and added dropwise to the reaction mixture. The reaction mixture was refluxed for 15 h and then the solvents ... RXN SMILES: [Cl:1][C:2]1[C:9]([CH3:10])=[C:8]([C:11]2[CH:15]=[CH:14][NH:13][N:12]=2)[CH:7]=[CH:6][C:3]=1[C:4]#[N:5].[O-]CC.[Na+].CS(O[CH2:25][C@H:26]([NH:28][C:29]([O:31][C:32]([CH3:35])([CH3:34])[CH3:33])=[O:30])[CH3:27])(=O)=O>C(#N)C>[Cl:1][C:2]1[C:9]([CH3:10])=[C:8]([C:11]2[CH:15]=[CH:14][N:13]([CH2:27][C@H:26]([NH:28][C:29](=[O:30])[O:31][C:32]([CH3:33])([CH3:35])[CH3:34])[CH3:25])[N:12]=2)[CH:7]=[CH:6][C:3]=1[C:4]#[N:5] |f:1.2|. Yield: 50.8%. Starting materials: [O-]CC.[Na+] (Sodium ethoxide), ClC1=C(C#N)C=CC(=C1C)C1=NNC=C1 (2-chloro-3-methyl-4-(1H-pyrazol-3-yl)benzonitrile), CS(=O)(=O)OC[C@@H](C)NC(=O)OC(C)(C)C ((R)-2-(tert-butoxycarbonylamino)propyl methanesulfonate). The product is Cc1cc(-c2ccc(C(=O)OCc3ccccc3)cc2)cc(C)c1OCCO. Reactants: BrCc1ccccc1, O=C([O-])[O-], CN(C)C=O, CCOC(C)=O, [K+], [K+], O, Cc1cc(-c2ccc(C(=O)O)cc2)cc(C)c1OCCO. Reaction SMILES: [Br:1][CH2:2][c:3]1[cH:4][cH:5][cH:6][cH:7][cH:8]1.[C:30](=[O:31])([O-:32])[O-:33].[CH3:37][N:38]([CH3:39])[CH:40]=[O:41].[CH3:42][CH2:43][O:44][C:45](=[O:46])[CH3:47].[K+:34].[K+:35].[OH2:36].[OH:9][CH2:10][CH2:11][O:12][c:13]1[c:14]([CH3:29])[cH:15][c:16](-[c:20]2[cH:21][cH:22][c:23]([C:26](=[O:27])[OH:28])[cH:24][cH:25]2)[cH:17][c:18]1[CH3:19]>>[CH2:2]([c:3]1[cH:4][cH:5][cH:6][cH:7][cH:8]1)[O:28][C:26]([c:23]1[cH:22][cH:21][c:20](-[c:16]2[cH:15][c:14]([CH3:29])[c:13]([O:12][CH2:11][CH2:10][OH:9])[c:18]([CH3:19])[cH:17]2)[cH:25][cH:24]1)=[O:27]. The reactants are NC=1SC=CN1 (2-amino thiazole), C(C)(C)(C)[N+]#[C-] (tert-butylisonitrile), CC1=CC=C(C=O)C=C1 (4-methylbenzaldehyde), C(C)(=O)Cl (acetyl chloride). The solvent is Cl(=O)(=O)(=O)O (perchloric acid). The product is C(C)(C)(C)N(C(C)=O)C1=C(N=C2SC=CN21)C2=CC=C(C=C2)C (N-tert-Butyl-N-(6-p-tolyl-imidazo[2,1-b]thiazol-5-yl)-acetamide). Reaction SMILES: [NH2:1][C:2]1[S:3][CH:4]=[CH:5][N:6]=1.[C:7]([N+:11]#[C-:12])([CH3:10])([CH3:9])[CH3:8].[CH3:13][C:14]1[CH:21]=[CH:20][C:17]([CH:18]=O)=[CH:16][CH:15]=1.[C:22](Cl)(=[O:24])[CH3:23]>Cl(O)(=O)(=O)=O>[C:7]([N:11]([C:12]1[N:6]2[C:2]([S:3][CH:4]=[CH:5]2)=[N:1][C:18]=1[C:17]1[CH:20]=[CH:21][C:14]([CH3:13])=[CH:15][CH:16]=1)[C:22](=[O:24])[CH3:23])([CH3:10])([CH3:9])[CH3:8]. Reported procedure: Compound 52 was prepared in accordance with the general synthesis instructions from 1.0 ml (0.1 mmol) 2-amino thiazole solution (0.1 M, MC), 0.575 ml (0.115 mmol) tert-butylisonitrile solution (0.2 M, MC), 0.500 ml (0.15 mmol) 4-methylbenzaldehyde solution (0.3 M, MC) and 10 μl perchloric acid (w=20%) and by reaction with acetyl chloride, the excess acetyl chloride being removed in vacuo. Starting materials: CC(C)=O, O=S(=O)([O-])CCCCC(F)(F)F, [Na+], N#C[S-]. Yields the product N#CSCCCC(F)(F)F. Reaction SMILES: [CH3:17][C:18](=[O:19])[CH3:20].[F:1][C:2]([CH2:3][CH2:4][CH2:5][CH2:6][S:7]([O-:8])(=[O:9])=[O:10])([F:11])[F:12].[Na+:13].[S-:14][C:15]#[N:16]>>[F:1][C:2]([CH2:3][CH2:4][CH2:5][S:14][C:15]#[N:16])([F:11])[F:12]. The reactants are [BH4-].[Na+] (sodium tetrahydroborate), C(C1=CC=CC=C1)OC=1C=C2C(=C(N(C(C2=CC1)=O)CC(C)C)C(=O)O)OCCCC (6-benzyloxy-4-butoxy-2-isobutyl-1-oxo-1,2-dihydro-3-isoquinolinecarboxylic acid), C(C(=O)Cl)(=O)Cl (oxalyl chloride), Cl (hydrochloric acid). The reagents and catalysts are CN(C=O)C (N,N-dimethylformamide). Solvent: COCCOC (1,2-dimethoxyethane), O1CCCC1 (tetrahydrofuran). Run at time 1 hour. Yields the product C(C1=CC=CC=C1)OC=1C=C2C(=C(N(C(C2=CC1)=O)CC(C)C)CO)OCCCC (6-benzyloxy-4-butoxy-3-hydroxymethyl-2-isobutyl-1(2H)-isoquinolinone). The yield is 96.5%. As a reaction SMILES: [CH2:1]([O:8][C:9]1[CH:10]=[C:11]2[C:16](=[CH:17][CH:18]=1)[C:15](=[O:19])[N:14]([CH2:20][CH:21]([CH3:23])[CH3:22])[C:13]([C:24](O)=[O:25])=[C:12]2[O:27][CH2:28][CH2:29][CH2:30][CH3:31])[C:2]1[CH:7]=[CH:6][CH:5]=[CH:4][CH:3]=1.C(Cl)(=O)C(Cl)=O.[BH4-].[Na+].Cl>O1CCCC1.CN(C)C=O.COCCOC>[CH2:1]([O:8][C:9]1[CH:10]=[C:11]2[C:16](=[CH:17][CH:18]=1)[C:15](=[O:19])[N:14]([CH2:20][CH:21]([CH3:23])[CH3:22])[C:13]([CH2:24][OH:25])=[C:12]2[O:27][CH2:28][CH2:29][CH2:30][CH3:31])[C:2]1[CH:3]=[CH:4][CH:5]=[CH:6][CH:7]=1 |f:2.3|. Procedure: To a solution of 6-benzyloxy-4-butoxy-2-isobutyl-1-oxo-1,2-dihydro-3-isoquinolinecarboxylic acid (7.62 g, 18 mmol) in tetrahydrofuran (50 mL) were added oxalyl chloride (1.9 mL, 21.6 mmol) and N,N-dimethylformamide (2 drops), and the mixture was stirred at room temperature for 1 h. The reaction mixture was concentrated under reduced pressure and the residue was dissolved in tetrahydrofuran (30 mL). The obtained solution was added dropwise to a suspension of sodium tetrahydroborate (2.38 g, 63 mm...